Dataset: the Open Reaction Database (ORD), a public repository of structured organic reaction records. Task: describe an organic reaction: reactants, conditions, products, and yield Reactants: C([O-])([O-])=O.[Na+].[Na+] (sodium carbonate), C(CCCCC)N1C=NC=C1C(=O)OC (methyl 1-hexylimidazole-5-carboxylate), [H-].[Al+3].[Li+].[H-].[H-].[H-] (lithium aluminium hydride). The solvent is C1CCOC1 (THF), C1CCOC1 (THF). Conditions: temperature 0 celsius. The product is C(CCCCC)N1C=NC=C1CO (1-hexyl-5-hydroxymethylimidazole). Yield: 95.7%. Reaction SMILES: [CH2:1]([N:7]1[C:11]([C:12](OC)=[O:13])=[CH:10][N:9]=[CH:8]1)[CH2:2][CH2:3][CH2:4][CH2:5][CH3:6].[H-].[Al+3].[Li+].[H-].[H-].[H-].C(=O)([O-])[O-].[Na+].[Na+]>C1COCC1>[CH2:1]([N:7]1[C:11]([CH2:12][OH:13])=[CH:10][N:9]=[CH:8]1)[CH2:2][CH2:3][CH2:4][CH2:5][CH3:6] |f:1.2.3.4.5.6,7.8.9|. Procedure: A solution of the product of step (i) (420 mg, 2 mmol) in THF (15 ml) was added to a suspension of lithium aluminium hydride (380 mg, 10 mmol) in THF (15 ml) with stirring at 0° C. under argon. After 1 hour a saturated aqueous solution of sodium carbonate (1 ml) was added dropwise and the mixture was stirred for a further 15 minutes before being filtered through a pad of diatomaceous earth, washing well with ethyl acetate. The filtrate was evaporated to give 1-hexyl-5-hydroxymethylimidazole (349... Starting materials: COC(=O)C=1N=C(C(=NC1Br)N1CC(N(CC1)C1=NC(=NC(=C1)C1=CC=C(C=C1)F)N1[C@@H](COCC1)C)C)Cl (6′-bromo-3′-chloro-4-[6-(4-fluoro-phenyl)-2-(3-(R)-methyl-morpholin-4-yl)-pyrimidin-4-yl]-3-methyl-3,4,5,6-tetrahydro-2H-[1,2′]bipyrazinyl-5′-carboxylic acid methyl ester), [H][H] (hydrogen). The reagents and catalysts are [Pd] (palladium on carbon). The solvent is C1CCOC1 (THF). The product is COC(=O)C=1N=C(C(=NC1)N1C[C@H](N(CC1)C1=NC(=NC(=C1)C1=CC=C(C=C1)F)N1C(COCC1)C)C)Cl (3′-Chloro-4-[6-(4-fluoro-phenyl)-2-(3-methyl-morpholin-4-yl)-pyrimidin-4-yl]-3-(R)-methyl-3,4,5,6-tetrahydro-2H-[1,2′]bipyrazinyl-5′-carboxylic acid methyl ester). RXN SMILES: [CH3:1][O:2][C:3]([C:5]1[N:6]=[C:7]([Cl:39])[C:8]([N:12]2[CH2:17][CH2:16][N:15]([C:18]3[CH:23]=[C:22]([C:24]4[CH:29]=[CH:28][C:27]([F:30])=[CH:26][CH:25]=4)[N:21]=[C:20]([N:31]4[CH2:36][CH2:35][O:34][CH2:33][C@H:32]4[CH3:37])[N:19]=3)[CH:14]([CH3:38])[CH2:13]2)=[N:9][C:10]=1Br)=[O:4].[H][H]>C1COCC1.[Pd]>[CH3:1][O:2][C:3]([C:5]1[N:6]=[C:7]([Cl:39])[C:8]([N:12]2[CH2:17][CH2:16][N:15]([C:18]3[CH:23]=[C:22]([C:24]4[CH:25]=[CH:26][C:27]([F:30])=[CH:28][CH:29]=4)[N:21]=[C:20]([N:31]4[CH2:36][CH2:35][O:34][CH2:33][CH:32]4[CH3:37])[N:19]=3)[C@H:14]([CH3:38])[CH2:13]2)=[N:9][CH:10]=1)=[O:4]. Procedure details: Stir a solution of 6′-bromo-3′-chloro-4-[6-(4-fluoro-phenyl)-2-(3-(R)-methyl-morpholin-4-yl)-pyrimidin-4-yl]-3-methyl-3,4,5,6-tetrahydro-2H-[1,2′]bipyrazinyl-5′-carboxylic acid methyl ester (3 g) in 100 mL of THF with 5% palladium on carbon (300 mg) under 1 atmosphere of hydrogen gas for several days. Filter the mixture through celite and concentrate under reduced pressure. Partition the residue between saturated NaHCO3 solution and EtOAc. Dry (Na2SO4) the organic layer and concentrate under red... Reactants: CCCC(=O)c1cc2c(c(Cl)c1Cl)OC(C(=O)O)C2, CNC, CC(=O)O, CN(C)C=O, Cl, O. Yields the product C=C(CC)C(=O)c1cc2c(c(Cl)c1Cl)OC(C(=O)O)C2. Reaction SMILES: [C:1]([CH2:2][CH2:3][CH3:4])(=[O:5])[c:6]1[c:7]([Cl:19])[c:8]([Cl:18])[c:9]2[c:10]([cH:17]1)[CH2:11][CH:12]([C:14](=[O:15])[OH:16])[O:13]2.[CH3:21][NH:22][CH3:23].[CH3:24][C:25](=[O:26])[OH:27].[CH3:28][N:29]([CH3:30])[CH:31]=[O:32].[ClH:20].[OH2:33]>>[C:1]([C:2]([CH2:3][CH3:4])=[CH2:21])(=[O:5])[c:6]1[c:7]([Cl:19])[c:8]([Cl:18])[c:9]2[c:10]([cH:17]1)[CH2:11][CH:12]([C:14](=[O:15])[OH:16])[O:13]2. The reactants are O1C(C1)COC1=CC=C(C=C1)C1CCOCC1 (4-(4-oxiranylmethoxy-phenyl)-tetrahydropyran), N#CN.[Na] (sodium hydrogen cyanamide). Product: O1CCC(CC1)C1=CC=C(OCC2CN=C(O2)N)C=C1 (5-[4-(Tetrahydropyran-4-yl)-phenoxymethyl]-4,5-dihydro-oxazol-2-ylamine). As a reaction SMILES: [O:1]1[CH2:3][CH:2]1[CH2:4][O:5][C:6]1[CH:11]=[CH:10][C:9]([CH:12]2[CH2:17][CH2:16][O:15][CH2:14][CH2:13]2)=[CH:8][CH:7]=1.[N:18]#[C:19][NH2:20].[Na]>>[O:15]1[CH2:16][CH2:17][CH:12]([C:9]2[CH:10]=[CH:11][C:6]([O:5][CH2:4][CH:2]3[O:1][C:19]([NH2:20])=[N:18][CH2:3]3)=[CH:7][CH:8]=2)[CH2:13][CH2:14]1 |f:1.2,^1:20|. Procedure: The title compound was prepared from 4-(4-oxiranylmethoxy-phenyl)-tetrahydropyran and sodium hydrogen cyanamide according to the procedures employed for the preparation of the compound in Step 2 of Example 1.